From a dataset of the Open Reaction Database (ORD), a public repository of structured organic reaction records. describe an organic reaction: reactants, conditions, products, and yield The reactants are C1(=CC=CC=C1)CC(=O)O (phenylacetic acid), [K] (potassium), 3- or 4- substituted phenylacetic acid, benzene 1,2,4-tri-carboxylic anhydride, C(C)(=O)[O-].[K+] (potassium acetate), C(C)(=O)[O-].[Na+] (sodium acetate), [Na] (sodium). The product is 3- or 4-substituted benzylidene, C1(=O)OCC2=CC=C(C=C12)C(=O)O (phthalide-6-carboxylic acid). As a reaction SMILES: [C:1]([O-:4])(=[O:3])[CH3:2].[K+].[C:6]([O-])(=O)C.[Na+].[Na].[K].[C:13]1([CH2:19][C:20]([OH:22])=[O:21])[CH:18]=[CH:17][CH:16]=CC=1>>[C:1]1([C:2]2[C:17](=[CH:18][CH:13]=[C:19]([C:20]([OH:22])=[O:21])[CH:6]=2)[CH2:16][O:4]1)=[O:3] |f:0.1,2.3,^1:10,11|. Reported procedure: By this method (schematically shown above) a 2-, 3- or 4- substituted phenylacetic acid (I) is reacted with benzene 1,2,4-tri-carboxylic anhydride (II) in about equimolar amounts at a temperature of about 200° to 280° C. in the presence of a suitable catalyst such as potassium acetate, sodium acetate or the sodium or potassium salt of the phenylacetic acid used. This results in a mixture of 3-(2-, 3- or 4-substituted benzylidene) phthalide-6-carboxylic acid (IIIa) and -5-carboxylic acid (IIIb). Starting materials: CCOC=C(C(=O)OCC)C(=O)OCC (diethyl ethoxymethylene malonate), NC1=CC=C(C=C1)C(=O)C1=C(C=C2C=CC=CN12)C ((4-aminophenyl)(2-methylindolizin-3-yl)methanone), C(C)(C)OC(C)C (diisopropyl ether). Solvent: C1(=CC=CC=C1)OC1=CC=CC=C1 (diphenyl ether), C1(=CC=CC=C1)C (toluene). Reaction conditions: temperature 110 celsius. The product is CC=1C=C2C=CC=CN2C1C(=O)C=1C=C2C(C(=CNC2=CC1)C(=O)OCC)=O (Ethyl 6-[(2-methylindolizin-3-yl)carbonyl]-4-oxo-1,4-dihydroquinoline-3-carboxylate). RXN SMILES: CCO[CH:4]=[C:5]([C:11]([O:13]CC)=O)[C:6]([O:8][CH2:9][CH3:10])=[O:7].[NH2:16][C:17]1[CH:22]=[CH:21][C:20]([C:23]([C:25]2[N:33]3[C:28]([CH:29]=[CH:30][CH:31]=[CH:32]3)=[CH:27][C:26]=2[CH3:34])=[O:24])=[CH:19][CH:18]=1.C(OC(C)C)(C)C>C1(C)C=CC=CC=1.C1(OC2C=CC=CC=2)C=CC=CC=1>[CH3:34][C:26]1[CH:27]=[C:28]2[N:33]([C:25]=1[C:23]([C:20]1[CH:21]=[C:22]3[C:17](=[CH:18][CH:19]=1)[NH:16][CH:4]=[C:5]([C:6]([O:8][CH2:9][CH3:10])=[O:7])[C:11]3=[O:13])=[O:24])[CH:32]=[CH:31][CH:30]=[CH:29]2. Procedure details: 1.69 ml of diethyl ethoxymethylene malonate are added, under an inert atmosphere at ambient temperature, to 1.83 g (6.8 mmol) of (4-aminophenyl)(2-methylindolizin-3-yl)methanone in 23 ml of toluene. The reaction medium is heated at 110° C. for 1 h 45 and then concentrated under reduced pressure. The residue obtained is dissolved in 45 ml of diphenyl ether and then heated at 230° C. for 30 minutes. After the addition of diisopropyl ether at ambient temperature, the precipitate formed is filtered ...